From a dataset of the Open Reaction Database (ORD), a public repository of structured organic reaction records. describe an organic reaction: reactants, conditions, products, and yield The reactants are CC(=O)O[BH-](OC(C)=O)OC(C)=O, C1CCOC1, CC(=O)O, CC=O, Cl, Cl, [Na+], O=S(=O)(c1ccccc1)n1cc2c3c(cccc31)CCNC2. Product: Cl, CCN1CCc2cccc3c2c(cn3S(=O)(=O)c2ccccc2)C1. RXN SMILES: [C:24]([CH3:25])([O:26][BH-:27]([O:28][C:29](=[O:30])[CH3:31])[O:32][C:33](=[O:34])[CH3:35])=[O:36].[CH2:46]1[O:47][CH2:48][CH2:49][CH2:50]1.[CH3:38][C:39](=[O:40])[OH:41].[CH:42](=[O:43])[CH3:44].[ClH:1].[ClH:45].[Na+:37].[c:2]1([S:8](=[O:9])(=[O:10])[n:11]2[cH:12][c:13]3[c:14]4[c:15]([cH:16][cH:17][cH:18][c:19]24)[CH2:20][CH2:21][NH:22][CH2:23]3)[cH:3][cH:4][cH:5][cH:6][cH:7]1>>[ClH:1].[c:2]1([S:8](=[O:9])(=[O:10])[n:11]2[cH:12][c:13]3[c:14]4[c:15]([cH:16][cH:17][cH:18][c:19]24)[CH2:20][CH2:21][N:22]([CH2:24][CH3:25])[CH2:23]3)[cH:3][cH:4][cH:5][cH:6][cH:7]1.